describe an organic reaction: reactants, conditions, products, and yield From a dataset of the Open Reaction Database (ORD), a public repository of structured organic reaction records. Starting materials: C1(=CC=CC=C1)C=1SC=C(N1)C(=O)C1=CC(=C(C(=C1)OC)OC)OC ((2-Phenyl-thiazol-4-yl)-(3,4,5-trimethoxy-phenyl)-methanone), Cl.CON (O-methylhydroxylamine hydrochloride). Run in N1=CC=CC=C1 (pyridine). Run at temperature 60 celsius, time 8 hour. The product is CO\N=C(\C1=CC(=C(C(=C1)OC)OC)OC)/C=1N=C(SC1)C1=CC=CC=C1 ((Z)-(2-Phenylthiazol-4-yl)(3,4,5-trimethoxyphenyl)methanone O-methyl oxime). Reaction SMILES: [C:1]1([C:7]2[S:8][CH:9]=[C:10]([C:12]([C:14]3[CH:19]=[C:18]([O:20][CH3:21])[C:17]([O:22][CH3:23])=[C:16]([O:24][CH3:25])[CH:15]=3)=O)[N:11]=2)[CH:6]=[CH:5][CH:4]=[CH:3][CH:2]=1.Cl.[CH3:27][O:28][NH2:29]>N1C=CC=CC=1>[CH3:27][O:28]/[N:29]=[C:12](\[C:10]1[N:11]=[C:7]([C:1]2[CH:6]=[CH:5][CH:4]=[CH:3][CH:2]=2)[S:8][CH:9]=1)/[C:14]1[CH:19]=[C:18]([O:20][CH3:21])[C:17]([O:22][CH3:23])=[C:16]([O:24][CH3:25])[CH:15]=1 |f:1.2|. Procedure details: To a suspension of 1h (110 mg, 0.59 mmol) in 10 mL pyridine was added O-methylhydroxylamine hydrochloride (52 mg, 0.63 mmol) and the mixture was stirred at 60° C. for overnight. The reaction was quenched with 1 N HCl solution, extracted with ethyl acetate and dried with MgSO4. The solvent was removed under reduced pressure to yield a crude product, which was purified by column chromatography to give pure compounds 2f-cis (41 mg) and 2f-trans (33 mg). 1H NMR (500 MHz, CDCl3) δ 8.13 (s, 1H), 7.96-...